Task: describe an organic reaction: reactants, conditions, products, and yield. Dataset: the Open Reaction Database (ORD), a public repository of structured organic reaction records The reactants are Brc1ccc2c(c1)CCN2, CC(C)(C)OC(=O)N1CCC(Oc2cc(Cl)ncn2)CC1, CC(C)(C)[O-], [K+], C1COCCO1. Yields the product CC(C)(C)OC(=O)N1CCC(Oc2cc(N3CCc4cc(Br)ccc43)ncn2)CC1. As a reaction SMILES: [Br:1][c:2]1[cH:3][c:4]2[c:8]([cH:9][cH:10]1)[NH:7][CH2:6][CH2:5]2.[C:17]([CH3:18])([CH3:19])([CH3:20])[O:21][C:22](=[O:23])[N:24]1[CH2:25][CH2:26][CH:27]([O:30][c:31]2[n:32][cH:33][n:34][c:35]([Cl:37])[cH:36]2)[CH2:28][CH2:29]1.[CH3:11][C:12]([CH3:13])([O-:14])[CH3:15].[K+:16].[O:38]1[CH2:39][CH2:40][O:41][CH2:42][CH2:43]1>>[Br:1][c:2]1[cH:3][c:4]2[c:8]([cH:9][cH:10]1)[N:7]([c:35]1[n:34][cH:33][n:32][c:31]([O:30][CH:27]3[CH2:26][CH2:25][N:24]([C:22]([O:21][C:17]([CH3:18])([CH3:19])[CH3:20])=[O:23])[CH2:29][CH2:28]3)[cH:36]1)[CH2:6][CH2:5]2.